From a dataset of the Open Reaction Database (ORD), a public repository of structured organic reaction records. describe an organic reaction: reactants, conditions, products, and yield The reactants are COC1=CC=C(CC2C(NC(N2)=O)=O)C=C1 (5-p-methoxybenzyl hydantoin), [OH-].[Na+] (sodium hydroxide), Cl (hydrochloric acid). Solvent: O (water). The product is COC1=CC=C(CC(N)C(=O)O)C=C1 (O-Methyl-DL-tyrosine). RXN SMILES: [CH3:1][O:2][C:3]1[CH:16]=[CH:15][C:6]([CH2:7][CH:8]2[NH:12]C(=O)N[C:9]2=[O:14])=[CH:5][CH:4]=1.[OH-:17].[Na+].Cl>O>[CH3:1][O:2][C:3]1[CH:4]=[CH:5][C:6]([CH2:7][CH:8]([C:9]([OH:14])=[O:17])[NH2:12])=[CH:15][CH:16]=1 |f:1.2|. Reported procedure: A solution of 148 g. of 5-p-methoxybenzyl hydantoin and 188 g. of sodium hydroxide in one liter of water is heated at reflux for 25 hours. The solution is cooled and made acid to pH 1 with concentrated hydrochloric acid. The formed solid is separated by filtration, washed with water and dried to give the above named compound, mp. 255° C. dec. Starting materials: N1C(C2C=3C(=CC=CC13)CCC2)=O (2a,3,4,5-tetrahydrobenz[cd]indole-2(1H)-one), C(C)(=O)Cl (acetyl chloride), [Cl-].[Al+3].[Cl-].[Cl-] (aluminum chloride), C(C)(C)OC(C)C (isopropyl ether). Solvent: C(=S)=S (carbon disulfide), C(=S)=S (carbon disulfide), C(C)(=O)OCC (ethyl acetate). Conditions: time 30 minute. Product: CO.C(C)(C)OC(C)C (methanol isopropyl ether), C(C)(=O)C1=C2C=3C(C(NC3C=C1)=O)CCC2 (6-Acetyl-2a,3,4,5-tetrahydrobenz[cd]indole-2(1H)-one). RXN SMILES: [C:1](Cl)(=[O:3])[CH3:2].[Cl-].[Al+3].[Cl-].[Cl-].[NH:9]1[C:17]2[CH:16]=[CH:15][CH:14]=[C:13]3[CH2:18][CH2:19][CH2:20][CH:11]([C:12]=23)[C:10]1=[O:21].[CH:22]([O:25][CH:26]([CH3:28])[CH3:27])([CH3:24])[CH3:23]>C(OCC)(=O)C.C(=S)=S>[CH3:1][OH:3].[CH:22]([O:25][CH:26]([CH3:28])[CH3:27])([CH3:24])[CH3:23].[C:1]([C:14]1[CH:15]=[CH:16][C:17]2[NH:9][C:10](=[O:21])[CH:11]3[CH2:20][CH2:19][CH2:18][C:13]=1[C:12]=23)(=[O:3])[CH3:2] |f:1.2.3.4,9.10|. Procedure details: A 3.1 ml (43.4 mmol) portion of acetyl chloride was added to a carbon disulfide suspension (100 ml) of aluminum chloride (11.5 g, 86.7 mmol) and stirred at a room temperature for 30 minutes. Thereto was added dropwise a carbon disulfide solution (150 ml) of 2a,3,4,5-tetrahydrobenz[cd]indole-2(1H)-one (5.0 g, 28.9 mmol) spending 2 hours. After 2 hours of heating under reflux and confirmation of the disappearance of the material by a thin layer chromatography, this was returned to a room temperatu... Reactants: CO, CCO, c1ccc(C(c2ccccc2)C2CC3OC3CO2)cc1, NCCc1ccc(F)cc1. Product: OC1CC(C(c2ccccc2)c2ccccc2)OCC1NCCc1ccc(F)cc1. As a reaction SMILES: [CH3:31][OH:32].[CH3:33][CH2:34][OH:35].[CH:1]([c:2]1[cH:3][cH:4][cH:5][cH:6][cH:7]1)([c:8]1[cH:9][cH:10][cH:11][cH:12][cH:13]1)[CH:14]1[O:15][CH2:16][CH:17]2[O:18][CH:19]2[CH2:20]1.[F:21][c:22]1[cH:23][cH:24][c:25]([CH2:28][CH2:29][NH2:30])[cH:26][cH:27]1>>[CH:1]([c:2]1[cH:3][cH:4][cH:5][cH:6][cH:7]1)([c:8]1[cH:9][cH:10][cH:11][cH:12][cH:13]1)[CH:14]1[O:15][CH2:16][CH:17]([NH:30][CH2:29][CH2:28][c:25]2[cH:24][cH:23][c:22]([F:21])[cH:27][cH:26]2)[CH:19]([OH:18])[CH2:20]1. Starting materials: C1(=CC=CC=C1)[C@H](C)NC1=NC=CC(=N1)N1C=NC2=C1C=CC(=C2)I (2-[(S)-1-Phenylethylamino]-4-[5-iodobenzimidazol-1-yl]pyrimidine), BrC1=CC=C(C=C1)B(O)O (4-bromophenyl boronic acid). Yields the product C1(=CC=CC=C1)[C@H](C)NC1=NC=CC(=N1)N1C=NC2=C1C=CC(=C2)C2=CC=C(C=C2)Br (2-[(S)-1-Phenylethylamino]-4-[5-(4-bromophenyl)benzimidazol-1-yl]pyrimidine). As a reaction SMILES: [C:1]1([C@@H:7]([NH:9][C:10]2[N:15]=[C:14]([N:16]3[C:20]4[CH:21]=[CH:22][C:23](I)=[CH:24][C:19]=4[N:18]=[CH:17]3)[CH:13]=[CH:12][N:11]=2)[CH3:8])[CH:6]=[CH:5][CH:4]=[CH:3][CH:2]=1.[Br:26][C:27]1[CH:32]=[CH:31][C:30](B(O)O)=[CH:29][CH:28]=1>>[C:1]1([C@@H:7]([NH:9][C:10]2[N:15]=[C:14]([N:16]3[C:20]4[CH:21]=[CH:22][C:23]([C:30]5[CH:31]=[CH:32][C:27]([Br:26])=[CH:28][CH:29]=5)=[CH:24][C:19]=4[N:18]=[CH:17]3)[CH:13]=[CH:12][N:11]=2)[CH3:8])[CH:6]=[CH:5][CH:4]=[CH:3][CH:2]=1. Procedure details: The title compound was prepared according to the procedure described in EXAMPLE 397, starting from 2-[(S)-1-Phenylethylamino]-4-[5-iodobenzimidazol-1-yl]pyrimidine and 4-bromophenyl boronic acid. Mass spectrum (ESI) 472.2 (M+1) Starting materials: SC=1SC(=NN1)S (2,5-dimercapto-1,3,4-thiadiazole), BrC(C(=O)OCC)C (ethyl 2-bromopropionate). The product is SC1=NN=C(S1)SC(C(=O)OCC)C (ethyl 2-[(5-mercapto-1,3,4-thiadiazol-2-yl)thio]propionate). Isolated yield 76.0%. As a reaction SMILES: [SH:1][C:2]1[S:3][C:4]([SH:7])=[N:5][N:6]=1.Br[CH:9]([CH3:15])[C:10]([O:12][CH2:13][CH3:14])=[O:11]>>[SH:7][C:4]1[S:3][C:2]([S:1][CH:9]([CH3:15])[C:10]([O:12][CH2:13][CH3:14])=[O:11])=[N:6][N:5]=1. Reported procedure: By following the same procedure as Reference Example 6 using 7.5 g of 2,5-dimercapto-1,3,4-thiadiazole and 5.8 g of ethyl 2-bromopropionate as the starting materials, 6.1 g of ethyl 2-[(5-mercapto-1,3,4-thiadiazol-2-yl)thio]propionate was obtained as an oily product. As a reaction SMILES: [C:1]([Si:2]([c:3]1[cH:4][cH:5][cH:46][cH:47][cH:48]1)([O:6][c:7]1[cH:8][cH:9][c:10]([O:11][CH2:12][CH:13]([CH2:14][NH:15][CH2:16][CH2:17][O:18][c:19]2[cH:20][cH:21][c:22]([NH:23][CH:24]3[CH2:25][CH2:26][N:27]([C:30](=[O:31])[NH:32][CH2:33][CH2:34][CH2:35][CH2:36][CH2:37][CH2:38][CH2:39][CH3:40])[CH2:28][CH2:29]3)[cH:41][cH:42]2)[OH:43])[cH:44][cH:45]1)[c:49]1[cH:50][cH:51][cH:52][cH:53][cH:54]1)([CH3:55])([CH3:56])[CH3:57].[CH3:58][OH:59].[CH:60]([Cl:61])([Cl:62])[Cl:63]>>[OH:6][c:7]1[cH:8][cH:9][c:10]([O:11][CH2:12][CH:13]([CH2:14][NH:15][CH2:16][CH2:17][O:18][c:19]2[cH:20][cH:21][c:22]([NH:23][CH:24]3[CH2:25][CH2:26][N:27]([C:30](=[O:31])[NH:32][CH2:33][CH2:34][CH2:35][CH2:36][CH2:37][CH2:38][CH2:39][CH3:40])[CH2:28][CH2:29]3)[cH:41][cH:42]2)[OH:43])[cH:44][cH:45]1. The product is CCCCCCCCNC(=O)N1CCC(Nc2ccc(OCCNCC(O)COc3ccc(O)cc3)cc2)CC1. Reactants: CCCCCCCCNC(=O)N1CCC(Nc2ccc(OCCNCC(O)COc3ccc(O[Si](c4ccccc4)(c4ccccc4)C(C)(C)C)cc3)cc2)CC1, CO, ClC(Cl)Cl. The reactants are O (water), ClC1=NC(=CC=C1[N+](=O)[O-])Cl (2,6-dichloro-3-nitropyridine), C1(=CC=CC2=CC=CC=C12)CN (naphthalen-1-ylmethanamine), C(=O)([O-])[O-].[K+].[K+] (K2CO3). Run in CN(C)C=O (DMF). Conditions: temperature 80 celsius, time 3 hour. Product: ClC1=CC=C(C(=N1)NCC1=CC=CC2=CC=CC=C12)[N+](=O)[O-] (6-chloro-N-(naphthalen-1-ylmethyl)-3-nitropyridin-2-amine). Isolated yield 51.2%. RXN SMILES: Cl[C:2]1[C:7]([N+:8]([O-:10])=[O:9])=[CH:6][CH:5]=[C:4]([Cl:11])[N:3]=1.[C:12]1([CH2:22][NH2:23])[C:21]2[C:16](=[CH:17][CH:18]=[CH:19][CH:20]=2)[CH:15]=[CH:14][CH:13]=1.C([O-])([O-])=O.[K+].[K+].O>CN(C=O)C>[Cl:11][C:4]1[N:3]=[C:2]([NH:23][CH2:22][C:12]2[C:21]3[C:16](=[CH:17][CH:18]=[CH:19][CH:20]=3)[CH:15]=[CH:14][CH:13]=2)[C:7]([N+:8]([O-:10])=[O:9])=[CH:6][CH:5]=1 |f:2.3.4|. Reported procedure: A mixture of 2,6-dichloro-3-nitropyridine (3.86 g, 20 mmol), naphthalen-1-ylmethanamine (3.14 g, 20 mmol) and K2CO3 (4.14 g, 30 mmol) in DMF (100 mL) was stirred at 80° C. for 3 h. It was cooled to room temperature and poured into water (500 mL). It was extracted with EtOAc (300 mL×2). The combined organic layers were washed with brine (300 mL×3), dried over anhydrous Na2SO4, filtered and concentrated in vacuo. The residue was purified by chromatography on silica gel eluted with EtOAc/Pet ether=...